Task: describe an organic reaction: reactants, conditions, products, and yield. Dataset: the Open Reaction Database (ORD), a public repository of structured organic reaction records Reactants: ClCCl, COc1cc2c(cc1OC)C(C)NCC2, C(=NC1CCCCC1)=NC1CCCCC1, O=C(O)Cc1ccc([N+](=O)[O-])cc1. Product: COc1cc2c(cc1OC)C(C)N(C(=O)Cc1ccc([N+](=O)[O-])cc1)CC2. As a reaction SMILES: [CH2:44]([Cl:45])[Cl:46].[CH3:1][O:2][c:3]1[cH:4][c:5]2[c:10]([cH:11][c:12]1[O:13][CH3:14])[CH:9]([CH3:15])[NH:8][CH2:7][CH2:6]2.[CH:29]1([N:30]=[C:31]=[N:32][CH:33]2[CH2:34][CH2:35][CH2:36][CH2:37][CH2:38]2)[CH2:39][CH2:40][CH2:41][CH2:42][CH2:43]1.[N+:16](=[O:17])([O-:18])[c:19]1[cH:20][cH:21][c:22]([CH2:25][C:26](=[O:27])[OH:28])[cH:23][cH:24]1>>[CH3:1][O:2][c:3]1[cH:4][c:5]2[c:10]([cH:11][c:12]1[O:13][CH3:14])[CH:9]([CH3:15])[N:8]([C:26]([CH2:25][c:22]1[cH:21][cH:20][c:19]([N+:16](=[O:17])[O-:18])[cH:24][cH:23]1)=[O:27])[CH2:7][CH2:6]2. Reactants: O=C(CO)Nc1c[nH]c2ncc(Br)c(F)c12, CCCCO, CCN(C(C)C)C(C)C, CC(C)(C)OC(=O)NC1CCNC1. Product: CC(C)(C)OC(=O)NC1CCN(c2c(Br)cnc3[nH]cc(NC(=O)CO)c23)C1. As a reaction SMILES: [Br:1][c:2]1[c:3]([F:16])[c:4]2[c:5]([n:6][cH:7]1)[nH:8][cH:9][c:10]2[NH:11][C:12]([CH2:13][OH:14])=[O:15].[CH2:39]([OH:40])[CH2:41][CH2:42][CH3:43].[CH:30]([N:31]([CH2:32][CH3:33])[CH:34]([CH3:35])[CH3:36])([CH3:37])[CH3:38].[NH:17]1[CH2:18][CH:19]([NH:22][C:23]([O:24][C:25]([CH3:26])([CH3:27])[CH3:28])=[O:29])[CH2:20][CH2:21]1>>[Br:1][c:2]1[c:3]([N:17]2[CH2:18][CH:19]([NH:22][C:23]([O:24][C:25]([CH3:26])([CH3:27])[CH3:28])=[O:29])[CH2:20][CH2:21]2)[c:4]2[c:5]([n:6][cH:7]1)[nH:8][cH:9][c:10]2[NH:11][C:12]([CH2:13][OH:14])=[O:15]. Starting materials: C(C)(=O)C1CCN(CC1)C(=O)OC(C)(C)C (tert-butyl 4-acetylpiperidine-1-carboxylate), [Li+].CC(C)[N-]C(C)C (LDA), C[Si](C)(C)Cl (TMSCl). Run in C1CCOC1 (THF), C1CCOC1 (THF). Run at time 30 minute. The product is C[Si](OC(=C)C1CCN(CC1)C(=O)OC(C)(C)C)(C)C (tert-butyl 4-{1-[(trimethylsilyl)oxy]vinyl}piperidine-1-carboxylate). Reaction SMILES: [Li+].CC([N-]C(C)C)C.[C:9]([CH:12]1[CH2:17][CH2:16][N:15]([C:18]([O:20][C:21]([CH3:24])([CH3:23])[CH3:22])=[O:19])[CH2:14][CH2:13]1)(=[O:11])[CH3:10].[CH3:25][Si:26](Cl)([CH3:28])[CH3:27]>C1COCC1>[CH3:25][Si:26]([CH3:28])([CH3:27])[O:11][C:9]([CH:12]1[CH2:13][CH2:14][N:15]([C:18]([O:20][C:21]([CH3:24])([CH3:23])[CH3:22])=[O:19])[CH2:16][CH2:17]1)=[CH2:10] |f:0.1|. Procedure details: To a solution of LDA in THF (70 mL) under nitrogen atmosphere, cooled to −78° C. via dry ice/acetone bath, was added tert-butyl 4-acetylpiperidine-1-carboxylate (5 g, 22 mmol) in THF (30 mL) dropwise over 30 min. The resulting mixture was stirred for an additional 30 min and then TMSCl (2.81 mL) was added via syringe dropwise over 10 min and the resulting solution stirred for 1 h at −78° C. Quench with saturated sodium bicarbonate (300 mL) and extracted with ether (2×200 mL). Combined the organi...